Dataset: the Open Reaction Database (ORD), a public repository of structured organic reaction records. Task: describe an organic reaction: reactants, conditions, products, and yield The reactants are ClC1=CC=C(C(=O)OC)C=C1 (methyl p-chlorobenzoate), C(CCC)[Li] (n-butyl lithium), CCCCCC (hexane), CP(OC)(OC)=O (dimethyl methylphosphonate). The solvent is C(C)(=O)O (acetic acid), O (water), C1CCOC1 (THF), C1CCOC1 (THF). Reaction conditions: temperature -78 celsius. The product is ClC1=CC=C(C=C1)C(CP(OC)(OC)=O)=O (dimethyl 2-p-chlorophenyl-2-oxoethylphosphonate). Isolated yield 76.1%. RXN SMILES: C([Li])CCC.CCCCCC.[CH3:12][P:13](=[O:18])([O:16][CH3:17])[O:14][CH3:15].[Cl:19][C:20]1[CH:29]=[CH:28][C:23]([C:24](OC)=[O:25])=[CH:22][CH:21]=1>C1COCC1.C(O)(=O)C.O>[Cl:19][C:20]1[CH:29]=[CH:28][C:23]([C:24](=[O:25])[CH2:12][P:13](=[O:18])([O:16][CH3:17])[O:14][CH3:15])=[CH:22][CH:21]=1. Procedure details: A solution of n-butyl lithium in hexane (1.63N, 43 ml, 70 mmol) was added dropwise to a solution of dimethyl methylphosphonate (8.68 g, 70 mmol) in 100 ml of anhydrous THF with stirring at -78° C. under argon atmosphere. After the mixture was stirred for 30 minutes, a solution of methyl p-chlorobenzoate (4.8 g, 28 mmol) in 10 ml of anhydrous THF was added dropwise and the mixture was stirred for 30 minutes. This reaction mixture was allowed to warm to 0° C., diluted with 4.2 ml of acetic acid an... The reactants are CC(C)(C)OC(=O)NC1CCN(Cc2cc3nc(-c4cccc(O[Si](C)(C)C(C)(C)C)c4)nc(N4CCOCC4)c3s2)CC1, CCCC[N+](CCCC)(CCCC)CCCC, C1CCOC1, [F-]. Yields the product CC(C)(C)OC(=O)NC1CCN(Cc2cc3nc(-c4cccc(O)c4)nc(N4CCOCC4)c3s2)CC1. Reaction SMILES: [C:1]([CH3:2])([CH3:3])([CH3:4])[O:5][C:6]([NH:7][CH:8]1[CH2:9][CH2:10][N:11]([CH2:14][c:15]2[cH:16][c:17]3[n:18][c:19](-[c:30]4[cH:31][c:32]([O:36][Si:37]([C:38]([CH3:39])([CH3:40])[CH3:41])([CH3:42])[CH3:43])[cH:33][cH:34][cH:35]4)[n:20][c:21]([N:24]4[CH2:25][CH2:26][O:27][CH2:28][CH2:29]4)[c:22]3[s:23]2)[CH2:12][CH2:13]1)=[O:44].[CH2:46]([N+:47]([CH2:48][CH2:49][CH2:50][CH3:51])([CH2:52][CH2:53][CH2:54][CH3:55])[CH2:56][CH2:57][CH2:58][CH3:59])[CH2:60][CH2:61][CH3:62].[CH2:63]1[O:64][CH2:65][CH2:66][CH2:67]1.[F-:45]>>[C:1]([CH3:2])([CH3:3])([CH3:4])[O:5][C:6]([NH:7][CH:8]1[CH2:9][CH2:10][N:11]([CH2:14][c:15]2[cH:16][c:17]3[n:18][c:19](-[c:30]4[cH:31][c:32]([OH:36])[cH:33][cH:34][cH:35]4)[n:20][c:21]([N:24]4[CH2:25][CH2:26][O:27][CH2:28][CH2:29]4)[c:22]3[s:23]2)[CH2:12][CH2:13]1)=[O:44].